From a dataset of the Open Reaction Database (ORD), a public repository of structured organic reaction records. describe an organic reaction: reactants, conditions, products, and yield Reactants: CCOC(C)O, CCOc1cc2ncc(C#N)c(Cl)c2cc1OCC, Cl, CN1C(=O)CNC(=O)c2cc(N)ccc21, c1ccncc1. Product: CCOc1cc2ncc(C#N)c(Nc3ccc4c(c3)C(=O)NCC(=O)N4C)c2cc1OCC. Reaction SMILES: [CH2:42]([O:43][CH:44]([OH:45])[CH3:46])[CH3:47].[Cl:1][c:2]1[c:3]([C:18]#[N:19])[cH:4][n:5][c:6]2[cH:7][c:8]([O:15][CH2:16][CH3:17])[c:9]([O:12][CH2:13][CH3:14])[cH:10][c:11]12.[ClH:35].[NH2:20][c:21]1[cH:22][c:23]2[c:24]([cH:33][cH:34]1)[N:25]([CH3:32])[C:26](=[O:31])[CH2:27][NH:28][C:29]2=[O:30].[n:36]1[cH:37][cH:38][cH:39][cH:40][cH:41]1>>[c:2]1([NH:20][c:21]2[cH:22][c:23]3[c:24]([cH:33][cH:34]2)[N:25]([CH3:32])[C:26](=[O:31])[CH2:27][NH:28][C:29]3=[O:30])[c:3]([C:18]#[N:19])[cH:4][n:5][c:6]2[cH:7][c:8]([O:15][CH2:16][CH3:17])[c:9]([O:12][CH2:13][CH3:14])[cH:10][c:11]12. Reactants: Br.Br.NC[C@@H]1CC[C@H](CC1)C(=O)OC1=C(C=C(C=C1)C(N)=N)C(=O)OC (4-amidino-2-methoxycarbonylphenyl trans-4-aminomethylcyclohexane carboxylate dihydrobromide). Run in C(C)O (ethanol). Product: NC[C@@H]1CC[C@H](CC1)C(=O)OC1=C(C=C(C=C1)C(N)=N)C(=O)OC (4-amidino-2-methyoxycarbonylphenyl trans-4-aminomethylcyclohexanecarboxylate). Reaction SMILES: Br.Br.[NH2:3][CH2:4][C@H:5]1[CH2:10][CH2:9][C@H:8]([C:11]([O:13][C:14]2[CH:19]=[CH:18][C:17]([C:20](=[NH:22])[NH2:21])=[CH:16][C:15]=2[C:23]([O:25][CH3:26])=[O:24])=[O:12])[CH2:7][CH2:6]1>C(O)C>[NH2:3][CH2:4][C@H:5]1[CH2:10][CH2:9][C@H:8]([C:11]([O:13][C:14]2[CH:19]=[CH:18][C:17]([C:20](=[NH:21])[NH2:22])=[CH:16][C:15]=2[C:23]([O:25][CH3:26])=[O:24])=[O:12])[CH2:7][CH2:6]1 |f:0.1.2|. Reported procedure: To 9.0 ml of a 30% hydrogen bromide-acetic acid mixture, was added 2.8 g of 4-amidino-2-methoxycarbonylphenyl trans-4-benzyloxycarbonylaminomethylcyclohexanecarboxylate methanesulfonate. The mixture was stirred for one hour at room temperature, meanwhile the crystals dissolved in a few minutes, forming a uniform yellow solution. The reaction mixture was mixed with ethyl ether, and the crystals were collected by filtration, washed with ethyl ether, and dried to obtain 3.1 g a dried product. The d... The reactants are CC(C)(C)C=1C=C(C(=O)NCC2=CC(=CC=C2)[N+](=O)[O-])C=C(C1O)C(C)(C)C (3,5-bis-(1,1-dimethylethyl)-4-hydroxy-N-[(3-nitrophenyl)methyl]-benzamide), [H][H] (hydrogen). The solvent is C(C)O.C1CCOC1 (ethanol THF), [Pd] (Pd/C). Product: CC(C)(C)C=1C=C(C(=O)NCC2=CC(=CC=C2)N)C=C(C1O)C(C)(C)C (3,5-bis-(1,1-dimethylethyl)-4-hydroxy-N-[(3-aminophenyl)methyl]-benzamide). The yield is 42.8%. RXN SMILES: [CH3:1][C:2]([C:5]1[CH:6]=[C:7]([CH:21]=[C:22]([C:25]([CH3:28])([CH3:27])[CH3:26])[C:23]=1[OH:24])[C:8]([NH:10][CH2:11][C:12]1[CH:17]=[CH:16][CH:15]=[C:14]([N+:18]([O-])=O)[CH:13]=1)=[O:9])([CH3:4])[CH3:3].[H][H]>C(O)C.C1COCC1.[Pd]>[CH3:4][C:2]([C:5]1[CH:6]=[C:7]([CH:21]=[C:22]([C:25]([CH3:28])([CH3:27])[CH3:26])[C:23]=1[OH:24])[C:8]([NH:10][CH2:11][C:12]1[CH:17]=[CH:16][CH:15]=[C:14]([NH2:18])[CH:13]=1)=[O:9])([CH3:1])[CH3:3] |f:2.3|. Procedure: In a 250 ml Parr flask, 2.40 g (6.2 mmoles) of 3,5-bis-(1,1-dimethylethyl)-4-hydroxy-N-[(3-nitrophenyl)methyl]-benzamide is dissolved in 45 ml of an absolute ethanol/THF mixture (1/2) in the presence of 10% Pd/C. The mixture is agitated under 20 PSI of hydrogen, at 30° C., for three hours. After filtration on celite, the filtrate is concentrated to dryness and the residue is purified on a silica column (eluant: heptane/ethyl acetate: 60/40). The pure fractions are collected and concentrated unde... Reactants: NC1CN2CCC1CC2 (3-aminoquinuclidine), C(\C=C\C(=O)[O-])(=O)[O-] (fumarate), C(C)(C)OC1=C(C(=O)N=C=O)C=CC=C1 (2-isopropoxybenzoyl isocyanate), product. Yields the product N12CC(C(CC1)CC2)NC(=O)NC(C2=C(C=CC=C2)OC(C)C)=O (N-[[[1-Azabicyclo[2.2.2]octan-3-yl]amino]carbonyl]-2-isopropoxybenzamide). Reaction SMILES: [NH2:1][CH:2]1[CH:7]2[CH2:8][CH2:9][N:4]([CH2:5][CH2:6]2)[CH2:3]1.[CH:10]([O:13][C:14]1[CH:24]=[CH:23][CH:22]=[CH:21][C:15]=1[C:16]([N:18]=[C:19]=[O:20])=[O:17])([CH3:12])[CH3:11].C([O-])(=O)/C=C/C([O-])=O>>[N:4]12[CH2:9][CH2:8][CH:7]([CH2:6][CH2:5]1)[CH:2]([NH:1][C:19]([NH:18][C:16](=[O:17])[C:15]1[CH:21]=[CH:22][CH:23]=[CH:24][C:14]=1[O:13][CH:10]([CH3:11])[CH3:12])=[O:20])[CH2:3]2. Reported procedure: The above compound was prepared, following the procedure of Example 1, from 3-aminoquinuclidine (0.31 g, 2.46 mmol) and crude 2-isopropoxybenzoyl isocyanate (0.58 g, ca 2.5 mmol). The product (0.51 g) was converted to the 1:1 fumarate, mp 171°-175° C. The reactants are C(C)(=O)OC(C)=O (acetic anhydride), OCCC1C2(OCCO2)CCCC1 ((±)-6-(2'-hydroxyethyl)-1,4-dioxaspiro [4.5)decane). The reagents and catalysts are CN(C)C=1C=CN=CC1 (DMAP). Run in N1=CC=CC=C1 (pyridine). Conditions: time 1 hour. The product is C(C)(=O)OCCC1C(CCCC1)=O ((±)-2-(2'acetoxyethyl)cyclohexanone). The yield is 88.5%. RXN SMILES: [C:1]([O:4][C:5](=[O:7])[CH3:6])(=O)[CH3:2].OCC[CH:11]1[CH2:20][CH2:19][CH2:18][CH2:17][C:12]21OCC[O:13]2>CN(C1C=CN=CC=1)C.N1C=CC=CC=1>[C:5]([O:4][CH2:1][CH2:2][CH:11]1[CH2:20][CH2:19][CH2:18][CH2:17][C:12]1=[O:13])(=[O:7])[CH3:6]. Reported procedure: Under an argon atmosphere, DMAP (259 mg, 2.12 mmol) and acetic anhydride (3 ml, 31.75 mmol) were added to a solution of (±)-6-(2'-hydroxyethyl)-1,4-dioxaspiro [4.5)decane (3.94 g, 21.17 mmol) in pyridine (106 ml). The mixture was stirred at room temperature for 1 h. The pyridine was evaporated under reduced pressure and the residue was diluted with methanol (100 ml). The mixture was cooled to 0° C. and 2 M hydrochloric acid (250 ml) was added. The mixture was stirred at room temperature for 1 h ... The reactants are [N+](#[C-])CS(=O)(=O)C1=CC=C(C=C1)C (1-[(isocyanomethyl)sulfonyl]-4-methylbenzene), [N+](=O)([O-])C1=CC=C(C=C1)/C=C/C(=O)OCC (ethyl (2E)-3-(4-nitrophenyl)acrylate), C[Si]([N-][Si](C)(C)C)(C)C.[Li+] (lithium hexamethyldisilazide), C([O-])(O)=O.[Na+] (sodium bicarbonate). The solvent is C1CCOC1 (THF), C1CCOC1 (THF), C1CCOC1 (THF). Conditions: time 15 minute. Yields the product [N+](=O)([O-])C1=CC=C(C=C1)C=1C(=CNC1)C(=O)OCC (ethyl 4-(4-nitrophenyl)-1H-pyrrole-3-carboxylate). The yield is 62.5%. As a reaction SMILES: C[Si](C)(C)[N-][Si](C)(C)C.[Li+].[N+:11]([CH2:13]S(C1C=CC(C)=CC=1)(=O)=O)#[C-:12].[N+:24]([C:27]1[CH:32]=[CH:31][C:30](/[CH:33]=[CH:34]/[C:35]([O:37][CH2:38][CH3:39])=[O:36])=[CH:29][CH:28]=1)([O-:26])=[O:25].C(=O)(O)[O-].[Na+]>C1COCC1>[N+:24]([C:27]1[CH:28]=[CH:29][C:30]([C:33]2[C:34]([C:35]([O:37][CH2:38][CH3:39])=[O:36])=[CH:12][NH:11][CH:13]=2)=[CH:31][CH:32]=1)([O-:26])=[O:25] |f:0.1,4.5|. Procedure: To a cooled (−77° C.) solution of 1M lithium hexamethyldisilazide in THF (102.4 mL, 102.4 mmol) was added 1-[(isocyanomethyl)sulfonyl]-4-methylbenzene (20.0 g, 102.4 mmol) as a solution in THF (100 mL) dropwise (30 min). The solution was allowed to stir for 15 min, and then ethyl (2E)-3-(4-nitrophenyl)acrylate (22.66 g, 102.4 mmol) was added dropwise (1 h) as a solution in THF (250 mL). The reaction was allowed to warm to rt over 17 h and the aqueous saturated sodium bicarbonate solution (200 mL...